Task: describe an organic reaction: reactants, conditions, products, and yield. Dataset: the Open Reaction Database (ORD), a public repository of structured organic reaction records Starting materials: C1CCOC1, CO, ClCCl, O=C1CCCc2c1ccc(O)c2[N+](=O)[O-], CC(C)C(O)Cn1ccnc1. The product is CC(C)C(Cn1ccnc1)Oc1ccc2c(c1[N+](=O)[O-])CCCC2=O. As a reaction SMILES: [CH2:32]1[O:33][CH2:34][CH2:35][CH2:36]1.[CH3:27][OH:28].[Cl:29][CH2:30][Cl:31].[OH:1][c:2]1[c:3]([N+:13](=[O:14])[O-:15])[c:4]2[c:9]([cH:10][cH:11]1)[C:8](=[O:12])[CH2:7][CH2:6][CH2:5]2.[n:16]1([CH2:21][CH:22]([CH:23]([CH3:24])[CH3:25])[OH:26])[cH:17][n:18][cH:19][cH:20]1>>[O:1]([c:2]1[c:3]([N+:13](=[O:14])[O-:15])[c:4]2[c:9]([cH:10][cH:11]1)[C:8](=[O:12])[CH2:7][CH2:6][CH2:5]2)[CH:22]([CH2:21][n:16]1[cH:17][n:18][cH:19][cH:20]1)[CH:23]([CH3:24])[CH3:25]. The reactants are C(C)(C)(C)C1=CC=C(C(=O)NC=2C=CC(=NC2)C2=CC=C3CN(C(C3=C2)=O)[C@H](C(=O)O)C(C)C)C=C1 ((S)-2-(6-(5-(4-tert-Butylbenzamido)pyridin-2-yl)-1-oxoisoindolin-2-yl)-3-methyl butanoic acid), C(C)(C)(C)C1=CC=C(C(=O)NC=2N=CC(=NC2)C2=CC=C3CN(C(C3=C2)=O)[C@H](C(=O)OC)C(C)C)C=C1 ((S)-Methyl 2-(6-(5-(4-tert-butylbenzamido)pyrazin-2-yl)-1-oxoisoindolin-2-yl)-3-methylbutanoate). Yields the product C(C)(C)(C)C1=CC=C(C(=O)NC=2N=CC(=NC2)C2=CC=C3CN(C(C3=C2)=O)[C@H](C(=O)O)C(C)C)C=C1 ((S)-2-(6-(5-(4-tert-Butylbenzamido)pyrazin-2-yl)-1-oxoisoindolin-2-yl)-3-methylbutanoic acid). Yield: 31.0%. RXN SMILES: C(C1C=CC(C(NC2C=CC(C3C=C4C(CN([C@@H](C(C)C)C(O)=O)C4=O)=CC=3)=NC=2)=O)=CC=1)(C)(C)C.[C:37]([C:41]1[CH:73]=[CH:72][C:44]([C:45]([NH:47][C:48]2[N:49]=[CH:50][C:51]([C:54]3[CH:62]=[C:61]4[C:57]([CH2:58][N:59]([C@@H:64]([CH:69]([CH3:71])[CH3:70])[C:65]([O:67]C)=[O:66])[C:60]4=[O:63])=[CH:56][CH:55]=3)=[N:52][CH:53]=2)=[O:46])=[CH:43][CH:42]=1)([CH3:40])([CH3:39])[CH3:38]>>[C:37]([C:41]1[CH:73]=[CH:72][C:44]([C:45]([NH:47][C:48]2[N:49]=[CH:50][C:51]([C:54]3[CH:62]=[C:61]4[C:57]([CH2:58][N:59]([C@@H:64]([CH:69]([CH3:70])[CH3:71])[C:65]([OH:67])=[O:66])[C:60]4=[O:63])=[CH:56][CH:55]=3)=[N:52][CH:53]=2)=[O:46])=[CH:43][CH:42]=1)([CH3:39])([CH3:38])[CH3:40]. Procedure: The compound of example 505 was prepared analogous to the compound of example 404 by hydrolysis of the compound of example 504. The reactants are N1C=NC=C1 (imidazole), ClC=1N=C(C2=C(N1)SC(=C2)CC)NCC2=CC=CC=C2 (2-chloro-6-ethyl-4-benzylamino-thieno-[2,3-d]-pyrimidine). Yields the product N1(C=NC=C1)C=1N=C(C2=C(N1)SC(=C2)CC)NCC2=CC=CC=C2 (2-(imidazol-1-yl)-6-ethyl-4-benzylamino-thieno-[2,3-d]-pyrimidine). Reaction SMILES: [NH:1]1[CH:5]=[CH:4][N:3]=[CH:2]1.Cl[C:7]1[N:8]=[C:9]([NH:18][CH2:19][C:20]2[CH:25]=[CH:24][CH:23]=[CH:22][CH:21]=2)[C:10]2[CH:15]=[C:14]([CH2:16][CH3:17])[S:13][C:11]=2[N:12]=1>>[N:1]1([C:7]2[N:8]=[C:9]([NH:18][CH2:19][C:20]3[CH:25]=[CH:24][CH:23]=[CH:22][CH:21]=3)[C:10]3[CH:15]=[C:14]([CH2:16][CH3:17])[S:13][C:11]=3[N:12]=2)[CH:5]=[CH:4][N:3]=[CH:2]1. Procedure: Following the procedure of Example 97, the reaction of imidazole with 2-chloro-6-ethyl-4-benzylamino-thieno-[2,3-d]-pyrimidine gives 2-(imidazol-1-yl)-6-ethyl-4-benzylamino-thieno-[2,3-d]-pyrimidine. Starting materials: ClCCCCCCCCCCOCc1ccccc1, COc1cc(C=O)ccc1OCc1ccccc1. The product is COc1cc(C(O)CCCCCCCCCCOCc2ccccc2)ccc1OCc1ccccc1. Reaction SMILES: [CH2:19]([c:20]1[cH:21][cH:22][cH:23][cH:24][cH:25]1)[O:26][CH2:27][CH2:28][CH2:29][CH2:30][CH2:31][CH2:32][CH2:33][CH2:34][CH2:35][CH2:36][Cl:37].[CH2:1]([c:2]1[cH:3][cH:4][cH:5][cH:6][cH:7]1)[O:8][c:9]1[c:10]([O:17][CH3:18])[cH:11][c:12]([CH:13]=[O:14])[cH:15][cH:16]1>>[CH2:1]([c:2]1[cH:3][cH:4][cH:5][cH:6][cH:7]1)[O:8][c:9]1[c:10]([O:17][CH3:18])[cH:11][c:12]([CH:13]([OH:14])[CH2:36][CH2:35][CH2:34][CH2:33][CH2:32][CH2:31][CH2:30][CH2:29][CH2:28][CH2:27][O:26][CH2:19][c:20]2[cH:21][cH:22][cH:23][cH:24][cH:25]2)[cH:15][cH:16]1. The reactants are O=C1CCC(=O)N1Br, CC(=O)c1ccc(NS(C)(=O)=O)cc1, O=C(OOC(=O)c1ccccc1)c1ccccc1, ClC(Cl)(Cl)Cl. The product is CC(=O)c1ccc(NS(C)(=O)=O)c(Br)c1. RXN SMILES: [Br:15][N:16]1[C:17](=[O:18])[CH2:19][CH2:20][C:21]1=[O:22].[C:1]([CH3:2])(=[O:3])[c:4]1[cH:5][cH:6][c:7]([NH:10][S:11](=[O:12])(=[O:13])[CH3:14])[cH:8][cH:9]1.[C:23]([O:24][O:25][C:26](=[O:27])[c:28]1[cH:29][cH:30][cH:31][cH:32][cH:33]1)(=[O:34])[c:35]1[cH:36][cH:37][cH:38][cH:39][cH:40]1.[C:41]([Cl:42])([Cl:43])([Cl:44])[Cl:45]>>[C:1]([CH3:2])(=[O:3])[c:4]1[cH:5][cH:6][c:7]([NH:10][S:11](=[O:12])(=[O:13])[CH3:14])[c:8]([Br:15])[cH:9]1. Starting materials: ClC1=C2N=CN(C2=NC=N1)[C@@H]1O[C@@H]([C@@H]2[C@H]1OC(O2)(C)C)CCS(=O)(=O)Cl (2-[(3aR,4R,6R,6aR)-6-(6-chloro-9H-purin-9-yl)-2,2-dimethyltetrahydrofuro[3,4-d][1,3]dioxol-4-yl]ethanesulfonyl chloride), N (Ammonia). Run in CN(C=O)C (N,N-Dimethylformamide), CO (Methanol). Reaction conditions: time 30 minute. Yields the product ClC1=C2N=CN(C2=NC=N1)[C@@H]1O[C@@H]([C@@H]2[C@H]1OC(O2)(C)C)CCS(=O)(=O)N (2-[(3aR,4R,6R,6aR)-6-(6-Chloro-purin-9-yl)-2,2-dimethyltetrahydrofuro[3,4-d][1,3]dioxol-4-yl]-ethanesulfonamide). Isolated yield 42.0%. As a reaction SMILES: [Cl:1][C:2]1[N:10]=[CH:9][N:8]=[C:7]2[C:3]=1[N:4]=[CH:5][N:6]2[C@H:11]1[C@@H:15]2[O:16][C:17]([CH3:20])([CH3:19])[O:18][C@@H:14]2[C@@H:13]([CH2:21][CH2:22][S:23](Cl)(=[O:25])=[O:24])[O:12]1.[NH3:27]>CN(C)C=O.CO>[Cl:1][C:2]1[N:10]=[CH:9][N:8]=[C:7]2[C:3]=1[N:4]=[CH:5][N:6]2[C@H:11]1[C@@H:15]2[O:16][C:17]([CH3:20])([CH3:19])[O:18][C@@H:14]2[C@@H:13]([CH2:21][CH2:22][S:23]([NH2:27])(=[O:25])=[O:24])[O:12]1. Procedure: 2-[(3aR,4R,6R,6aR)-6-(6-chloro-9H-purin-9-yl)-2,2-dimethyltetrahydrofuro[3,4-d][1,3]dioxol-4-yl]ethanesulfonyl chloride (100.0 mg, 0.0002362 mol) was dissolved in N,N-Dimethylformamide (2.0 mL). 7.00 M of Ammonia in Methanol (0.500 mL) was added at 0° C. and the mixture was stirred for 30 minutes, allowing to warm to room temperature. The reaction was concentrated in vacuo and the residue was diluted with brine and extracted with EtOAc. The organic phase was brine washed, water washed and evapor... The reactants are ClCCl, CCCCCCCCCCCCCCCCNc1ccc(C(=O)O)cc1, CNC, CN(C)c1ccncc1, COCCOC, CCOCC, [Cl-], Cl, O=S(Cl)Cl. RXN SMILES: [CH2:56]([Cl:57])[Cl:58].[CH2:6]([CH2:7][CH2:8][CH2:9][CH2:10][CH2:11][CH2:12][CH2:13][CH2:14][CH2:15][CH2:16][CH2:17][CH2:18][CH2:19][CH2:20][CH3:21])[NH:22][c:23]1[cH:24][cH:25][c:26]([C:27](=[O:28])[OH:29])[cH:30][cH:31]1.[CH3:33][NH:34][CH3:35].[CH3:36][N:37]([CH3:38])[c:39]1[cH:40][cH:41][n:42][cH:43][cH:44]1.[CH3:45][O:46][CH2:47][CH2:48][O:49][CH3:50].[CH3:51][CH2:52][O:53][CH2:54][CH3:55].[Cl-:32].[ClH:5].[S:1]([Cl:2])([Cl:3])=[O:4]>>[CH2:6]([CH2:7][CH2:8][CH2:9][CH2:10][CH2:11][CH2:12][CH2:13][CH2:14][CH2:15][CH2:16][CH2:17][CH2:18][CH2:19][CH2:20][CH3:21])[NH:22][c:23]1[cH:24][cH:25][c:26]([C:27](=[O:28])[N:34]([CH3:33])[CH3:35])[cH:30][cH:31]1. Product: CCCCCCCCCCCCCCCCNc1ccc(C(=O)N(C)C)cc1. Starting materials: C1(=CC=CC=2C(=CC=CC12)S(=O)(=O)O)S(=O)(=O)O.C(C)OC(C(C(C(N1C=NC=C1)OC1=CC=C(C=C1)Cl)=O)(C)C)=O (4-(4-chlorophenoxy)-2,2-dimethyl-4-(imidazol-1-yl)-3-keto-butanoic acid ethyl ester 1,5-naphthalenedisulphonate), C([O-])(O)=O.[Na+] (sodium bicarbonate). Run in C(Cl)Cl (methylene chloride). The product is C(C)OC(C(C(C(N1C=NC=C1)OC1=CC=C(C=C1)Cl)=O)(C)C)=O (4-(4-chlorophenoxy)-2,2-dimethyl-4-(imidazol-1-yl)-3-keto-butanoic acid ethyl ester). The yield is 97.7%. As a reaction SMILES: C1(S(O)(=O)=O)C2C=CC=C(S(O)(=O)=O)C=2C=CC=1.[CH2:19]([O:21][C:22](=[O:42])[C:23]([CH3:41])([CH3:40])[C:24](=[O:39])[CH:25]([O:31][C:32]1[CH:37]=[CH:36][C:35]([Cl:38])=[CH:34][CH:33]=1)[N:26]1[CH:30]=[CH:29][N:28]=[CH:27]1)[CH3:20].C(=O)(O)[O-].[Na+]>C(Cl)Cl>[CH2:19]([O:21][C:22](=[O:42])[C:23]([CH3:41])([CH3:40])[C:24](=[O:39])[CH:25]([O:31][C:32]1[CH:33]=[CH:34][C:35]([Cl:38])=[CH:36][CH:37]=1)[N:26]1[CH:30]=[CH:29][N:28]=[CH:27]1)[CH3:20] |f:0.1,2.3|. Procedure: B 122.5 g (0.248 mol) of 4-(4-chlorophenoxy)-2,2-dimethyl-4-(imidazol-1-yl)-3-keto-butanoic acid ethyl ester 1,5-naphthalenedisulphonate (see Example 2) were suspended in 500 ml of methylene chloride and the suspension was stirred with 1,000 ml of saturated sodium bicarbonate solution for 0.5 hour. The organic phase was separated off, dried over sodium sulphate and concentrated. The residue crystallized on heating with 200 ml of petroleum ether. 85 g (98% of theory) of 4-(4-chlorophenoxy)-2,2-di...